From a dataset of the Open Reaction Database (ORD), a public repository of structured organic reaction records. describe an organic reaction: reactants, conditions, products, and yield Starting materials: COC(=O)C1=NC=CC(=C1)OC1=CC=C(C2=CC=CC=C12)NC(=O)NC1=C(C(=CC(=C1)C(C)(C)C)NC(=O)OC)OC (4-{4-[3-(5-tert-butyl-2-methoxy-3-methoxycarbonylamino-phenyl)-ureido]-naphthalen-1-yloxy}-pyridine-2-carboxylic acid methyl ester), O (water), [Li+].[OH-] (LiOH), Cl (HCl). Solvent: CO (MeOH). Reaction conditions: time 16 hour. Product: C(C)(C)(C)C=1C=C(C(=C(C1)NC(NC1=CC=C(C2=CC=CC=C12)OC1=CC(=NC=C1)C(=O)O)=O)OC)NC(=O)OC (4-{4-[3-(5-tert-butyl-2-methoxy-3-methoxycarbonylamino-phenyl)-ureido]-naphthalen-1-yloxy}-pyridine-2-carboxylic acid). The yield is 80.6%. As a reaction SMILES: C[O:2][C:3]([C:5]1[CH:10]=[C:9]([O:11][C:12]2[C:21]3[C:16](=[CH:17][CH:18]=[CH:19][CH:20]=3)[C:15]([NH:22][C:23]([NH:25][C:26]3[CH:31]=[C:30]([C:32]([CH3:35])([CH3:34])[CH3:33])[CH:29]=[C:28]([NH:36][C:37]([O:39][CH3:40])=[O:38])[C:27]=3[O:41][CH3:42])=[O:24])=[CH:14][CH:13]=2)[CH:8]=[CH:7][N:6]=1)=[O:4].O.[Li+].[OH-].Cl>CO>[C:32]([C:30]1[CH:29]=[C:28]([NH:36][C:37]([O:39][CH3:40])=[O:38])[C:27]([O:41][CH3:42])=[C:26]([NH:25][C:23](=[O:24])[NH:22][C:15]2[C:16]3[C:21](=[CH:20][CH:19]=[CH:18][CH:17]=3)[C:12]([O:11][C:9]3[CH:8]=[CH:7][N:6]=[C:5]([C:3]([OH:4])=[O:2])[CH:10]=3)=[CH:13][CH:14]=2)[CH:31]=1)([CH3:35])([CH3:33])[CH3:34] |f:2.3|. Reported procedure: To a solution of 4-{4-[3-(5-tert-butyl-2-methoxy-3-methoxycarbonylamino-phenyl)-ureido]-naphthalen-1-yloxy}-pyridine-2-carboxylic acid methyl ester (1.114 g, 2 mmol) in MeOH (12 mL) was added water (2 mL) and LiOH (58 mg, 2.4 mmol). The resulting mixture was stirred at room temperature for 16 h then neutralized with 2N HCl. The resulting suspension was concentrated to dryness and the residual solid triturated with a mixture of methylene chloride and acetonitrile (300 mL, 2:1). The inorganic salt... Reactants: ClC1=C(C(=CC=C1)Cl)N1N=C2C(C(=NC=C2)NC2=NC=NC(=C2)NC)=C1 (N-[2-(2,6-dichlorophenyl)-2H-pyrazolo[4,3-c]pyridine-4-yl]-N′-methylpyrimidine-4,6-diamine), ClC1=NC=CC=2C1=CN(N2)C2=C(C=CC=C2Cl)Cl (4-chloro-2-(2,6-dichlorophenyl)-2H-pyrazolo[4,3-c]pyridine), N (ammonia). The product is ClC1=C(C(=CC=C1)Cl)N1N=C2C(C(=NC=C2)N)=C1 (2-(2,6-Dichlorophenyl)-2H-pyrazolo[4,3-c]pyridine-4-ylamine). Yield: 53.0%. As a reaction SMILES: [Cl:1][C:2]1[CH:7]=[CH:6][CH:5]=[C:4]([Cl:8])[C:3]=1[N:9]1[CH:26]=[C:12]2[C:13]([NH:17]C3C=C(NC)N=CN=3)=[N:14][CH:15]=[CH:16][C:11]2=[N:10]1.ClC1C2=CN(C3C(Cl)=CC=CC=3Cl)N=C2C=CN=1.N>>[Cl:1][C:2]1[CH:7]=[CH:6][CH:5]=[C:4]([Cl:8])[C:3]=1[N:9]1[CH:26]=[C:12]2[C:13]([NH2:17])=[N:14][CH:15]=[CH:16][C:11]2=[N:10]1. Procedure details: Following the procedure described for N-[2-(2,6-dichlorophenyl)-2H-pyrazolo[4,3-c]pyridine-4-yl]-N′-methylpyrimidine-4,6-diamine, 4-chloro-2-(2,6-dichlorophenyl)-2H-pyrazolo[4,3-c]pyridine and 33% aqueous ammonia (1.5 mL) were reacted to afford the title compound as a white solid (139 mg, 53% yield). 1H NMR (400 MHz, DMSO-d6): δ 8.66 (d, J=0.9 Hz, 1H), 7.79-7.77 (m, 2H), 7.67 (dd, J=9.0, 7.3 Hz, 1H), 7.58 (d, J=6.5 Hz, 1H), 7.10 (br s, 2H), 6.74 (dd, J=6.5, 1.0 Hz, 1H). LCMS (Method B): RT=2.54 ... The reactants are O.NN (Hydrazine hydrate), O=C1N(C(C2=CC=CC=C12)=O)CCN1[C@@H](CN(C[C@@H]1C)C(=O)OC(C)(C)C)C (tert-butyl (cis)4-[2-(1,3-dioxo-1,3-dihydro-2H-isoindol-2-yl)ethyl]-3,5-dimethyl-1-piperazinecarboxylate). The solvent is CO (methanol). Run at temperature 50 celsius, time 18 hour. Yields the product NCCN1[C@@H](CN(C[C@@H]1C)C(=O)OC(C)(C)C)C (tert-butyl (cis)-4-(2-aminoethyl)-3,5-dimethyl-1-piperazinecarboxylate). Yield: 67.5%. RXN SMILES: O.NN.O=C1C2C(=CC=CC=2)C(=O)[N:6]1[CH2:15][CH2:16][N:17]1[C@@H:22]([CH3:23])[CH2:21][N:20]([C:24]([O:26][C:27]([CH3:30])([CH3:29])[CH3:28])=[O:25])[CH2:19][C@H:18]1[CH3:31]>CO>[NH2:6][CH2:15][CH2:16][N:17]1[C@@H:22]([CH3:23])[CH2:21][N:20]([C:24]([O:26][C:27]([CH3:28])([CH3:30])[CH3:29])=[O:25])[CH2:19][C@H:18]1[CH3:31] |f:0.1|. Reported procedure: Hydrazine hydrate (0.11 ml) was added to a solution of tert-butyl (cis)4-[2-(1,3-dioxo-1,3-dihydro-2H-isoindol-2-yl)ethyl]-3,5-dimethyl-1-piperazinecarboxylate (0.736 g) [see Preparation 6] in methanol (1.1 ml). The reaction mixture was then stirred at 50° C. for 18 hours, after which time the solvent was removed under reduced pressure and the residue partitioned between ethyl acetate and 10% citric acid. The aqueous layer was separated, basified with potassium carbonate, and the product extract...